The task is: describe an organic reaction: reactants, conditions, products, and yield. This data is from the Open Reaction Database (ORD), a public repository of structured organic reaction records. Reactants: Cl.C(C1=CC=CC=C1)(C1=CC=CC=C1)(C1=CC=CC=C1)SCCN (2-(tritylthio)ethylamine hydrochloride), COC=1C=C2C=C(NC2=C(C1)NS(=O)(=O)C=1SC=CC1)C(=O)O (5-methoxy-7-[(2-thienylsulfonyl)amino]-1H-indole-2-carboxylic acid), N1(N=NC2=C1C=CC=C2)O (1H-1,2,3-benzotriazol-1-ol), Cl.CN(CCCN=C=NCC)C (N-[3-(dimethylamino)propyl]-N′-ethylcarbodiimide hydrochloride). Solvent: CN(C=O)C (N,N-dimethylformamide), C(C)N(CC)CC (triethylamine), C(C)(=O)OCC (ethyl acetate). Conditions: time 15 hour. The product is COC=1C=C2C=C(NC2=C(C1)NS(=O)(=O)C=1SC=CC1)C(=O)NCCSC(C1=CC=CC=C1)(C1=CC=CC=C1)C1=CC=CC=C1 (5-Methoxy-7-[(2-thienylsulfonyl)amino]-N-[2-(tritylthio)ethyl]-1H-indole-2-carboxamide). Isolated yield 94.6%. RXN SMILES: Cl.[C:2]([S:21][CH2:22][CH2:23][NH2:24])([C:15]1[CH:20]=[CH:19][CH:18]=[CH:17][CH:16]=1)([C:9]1[CH:14]=[CH:13][CH:12]=[CH:11][CH:10]=1)[C:3]1[CH:8]=[CH:7][CH:6]=[CH:5][CH:4]=1.[CH3:25][O:26][C:27]1[CH:28]=[C:29]2[C:33](=[C:34]([NH:36][S:37]([C:40]3[S:41][CH:42]=[CH:43][CH:44]=3)(=[O:39])=[O:38])[CH:35]=1)[NH:32][C:31]([C:45](O)=[O:46])=[CH:30]2.N1(O)C2C=CC=CC=2N=N1.Cl.CN(C)CCCN=C=NCC>C(OCC)(=O)C.CN(C)C=O.C(N(CC)CC)C>[CH3:25][O:26][C:27]1[CH:28]=[C:29]2[C:33](=[C:34]([NH:36][S:37]([C:40]3[S:41][CH:42]=[CH:43][CH:44]=3)(=[O:39])=[O:38])[CH:35]=1)[NH:32][C:31]([C:45]([NH:24][CH2:23][CH2:22][S:21][C:2]([C:9]1[CH:14]=[CH:13][CH:12]=[CH:11][CH:10]=1)([C:15]1[CH:16]=[CH:17][CH:18]=[CH:19][CH:20]=1)[C:3]1[CH:8]=[CH:7][CH:6]=[CH:5][CH:4]=1)=[O:46])=[CH:30]2 |f:0.1,4.5|. Procedure details: To a mixture of 2-(tritylthio)ethylamine hydrochloride (0.32 g), triethylamine (0.126 mL) and N,N-dimethylformamide (10 mL) were added 5-methoxy-7-[(2-thienylsulfonyl)amino]-1H-indole-2-carboxylic acid (265 mg), 1H-1,2,3-benzotriazol-1-ol (0.15 g) and N-[3-(dimethylamino)propyl]-N′-ethylcarbodiimide hydrochloride (188 mg) under ice-cooling, and the mixture was stirred at room temperature for 15 hr. The reaction mixture was diluted with ethyl acetate, washed with aqueous citric acid solution, aqu... Reactants: CC1=C(C(=CC=C1)C)NC(CN1CCN(CC1)C(CCl)=O)=O (N-(2,6-dimethylphenyl)-2-[4-(2-chloroacetyl)piperazinyl]acetamide), ClC1=C(C=CC=C1)O (2-chlorophenol), C([O-])([O-])=O.[K+].[K+] (potassium carbonate). Solvent: CC(=O)C (acetone). Run at time 48 hour. Yields the product CC1=C(C(=CC=C1)C)NC(CN1CCN(CC1)C(COC1=C(C=CC=C1)Cl)=O)=O (N-(2,6-dimethylphenyl)-2-{4-[2-(2 chlorophenoxy)acetyl]piperazinyl}acetamide). Reaction SMILES: [CH3:1][C:2]1[CH:7]=[CH:6][CH:5]=[C:4]([CH3:8])[C:3]=1[NH:9][C:10](=[O:22])[CH2:11][N:12]1[CH2:17][CH2:16][N:15]([C:18](=[O:21])[CH2:19]Cl)[CH2:14][CH2:13]1.[Cl:23][C:24]1[CH:29]=[CH:28][CH:27]=[CH:26][C:25]=1[OH:30].C(=O)([O-])[O-].[K+].[K+]>CC(C)=O>[CH3:1][C:2]1[CH:7]=[CH:6][CH:5]=[C:4]([CH3:8])[C:3]=1[NH:9][C:10](=[O:22])[CH2:11][N:12]1[CH2:17][CH2:16][N:15]([C:18](=[O:21])[CH2:19][O:30][C:25]2[CH:26]=[CH:27][CH:28]=[CH:29][C:24]=2[Cl:23])[CH2:14][CH2:13]1 |f:2.3.4|. Procedure: To a solution of 9 (0.194g, 0.6mmol) in 4ml acetone was added 2-chlorophenol (0.092g, 0.72mmol) and potassium carbonate (0.3g, 2.2mmol). The solution was heated to reflux and stirred for 48h. The solution was filtered to remove potassium carbonate, concentrated en vacuo, and purified by Prep TLC (10:1 DCM:MeOH) to yield compound 11. Mass spectrum (M+1)=416.32